This data is from the Open Reaction Database (ORD), a public repository of structured organic reaction records. The task is: describe an organic reaction: reactants, conditions, products, and yield The reactants are FC=1C=C(C=CC1)C1CC(CC(N1)C)C1=NC=C2C(N1)=CC=N2 (6-(3-fluorophenyl)-2-methyl-4-piperidylpyrrolo[3,2-d]pyrimidine), CCOC(=O)C (EtOAc), Cl (HCl). The solvent is CO (MeOH). The product is O.Cl.FC=1C=C(C=CC1)C1CC(CC(N1)C)C1=NC=C2C(N1)=CC=N2 (6-(3-Fluorophenyl)-2-methyl-4-piperidylpyrrolo[3,2-d]pyrimidine Hydrochloride Monohydrate). Yield: 91.0%. As a reaction SMILES: [F:1][C:2]1[CH:3]=[C:4]([CH:8]2[NH:13][CH:12]([CH3:14])[CH2:11][CH:10]([C:15]3[NH:20][C:19]4=[CH:21][CH:22]=[N:23][C:18]4=[CH:17][N:16]=3)[CH2:9]2)[CH:5]=[CH:6][CH:7]=1.CC[O:26]C(C)=O.[ClH:30]>CO>[OH2:26].[ClH:30].[F:1][C:2]1[CH:3]=[C:4]([CH:8]2[NH:13][CH:12]([CH3:14])[CH2:11][CH:10]([C:15]3[NH:20][C:19]4=[CH:21][CH:22]=[N:23][C:18]4=[CH:17][N:16]=3)[CH2:9]2)[CH:5]=[CH:6][CH:7]=1 |f:4.5.6|. Procedure details: Using the method described in Example 30 by employing [1-(3-fluorophenyl)vinyl]pyrrolidine (freshly prepared before use) (1.10 g, 5.81 mmol), 2-methyl-4,6-dichloro-5-nitropyrimidine (Example 76(b)) (1.21 g, 5.81 mmol), N,N-diisopropylethyl amine (Aldrich Chemical Company) (0.9 mL, 5.81 mmol), piperidine (Aldrich Chemical Company) (0.9 mL, 9.3 mmol), NEt3 (Aldrich Chemical Company) (1.0 mL) and SnCl2 (Aldrich Chemical Company) (17 mL of a 2M solution in DMF). The residue was purified by flash chr... Starting materials: OC(CC(C)NC(=O)C1=CN(C2=NC=C(N=C21)C2=NN(C1=CC(=CC=C21)F)C)COCC[Si](C)(C)C)(C)C (2-(6-fluoro-1-methyl-1H-indazol-3-yl)-5-(2-trimethylsilanyl-ethoxymethyl)-5H-pyrrolo[2,3-b]pyrazine-7-carboxylic acid (3-hydroxy-1,3-dimethyl-butyl)-amide), [F-].[Cs+] (cesium fluoride), C1COCCOCCOCCOCCOCCO1 (18-crown-6), C(C)#N (acetonitrile), [F-].[Cs+] (CsF), C1COCCOCCOCCOCCOCCO1 (18-crown-6). Solvent: C(C)(=O)OCC (ethyl acetate). Yields the product OC(CC(C)NC(=O)C1=CNC2=NC=C(N=C21)C2=NN(C1=CC(=CC=C21)F)C)(C)C (2-(6-fluoro-1-methyl-1H-indazol-3-yl)-5H-pyrrolo[2,3-b]pyrazine-7-carboxylic acid (3-hydroxy-1,3-dimethyl-butyl)-amide). The yield is 21.2%. Reaction SMILES: [OH:1][C:2]([CH3:38])([CH3:37])[CH2:3][CH:4]([NH:6][C:7]([C:9]1[C:17]2[C:12](=[N:13][CH:14]=[C:15]([C:18]3[C:26]4[C:21](=[CH:22][C:23]([F:27])=[CH:24][CH:25]=4)[N:20]([CH3:28])[N:19]=3)[N:16]=2)[N:11](COCC[Si](C)(C)C)[CH:10]=1)=[O:8])[CH3:5].[F-].[Cs+].C1OCCOCCOCCOCCOCCOC1.C(#N)C>C(OCC)(=O)C>[OH:1][C:2]([CH3:37])([CH3:38])[CH2:3][CH:4]([NH:6][C:7]([C:9]1[C:17]2[C:12](=[N:13][CH:14]=[C:15]([C:18]3[C:26]4[C:21](=[CH:22][C:23]([F:27])=[CH:24][CH:25]=4)[N:20]([CH3:28])[N:19]=3)[N:16]=2)[NH:11][CH:10]=1)=[O:8])[CH3:5] |f:1.2|. Reported procedure: In a 125 mL round-bottomed flask, 2-(6-fluoro-1-methyl-1H-indazol-3-yl)-5-(2-trimethylsilanyl-ethoxymethyl)-5H-pyrrolo[2,3-b]pyrazine-7-carboxylic acid (3-hydroxy-1,3-dimethyl-butyl)-amide (25 mg, 0.046 mmol), cesium fluoride (70 mg, 0.46 mmol) and 18-crown-6 (12 mg, 0.046 mmol) were combined with acetonitrile to give an off-white suspension. The reaction was stirred at reflux for 72 h. A large excess of CsF and 18-crown-6 was added and the reaction was heated for an additional 24 h. The reactio...